This data is from the Open Reaction Database (ORD), a public repository of structured organic reaction records. The task is: describe an organic reaction: reactants, conditions, products, and yield Starting materials: solution, CS(=O)(=O)CCOC1=CC=C(C(=O)OCC)C=C1 (ethyl 4-(2-methanesulfonylethoxy)benzoate), N1CCCCC1 (piperidine), C(=O)([O-])[O-].[K+].[K+] (K2CO3). Conditions: temperature 80 celsius. The product is N1(CCCCC1)CCOC1=CC=C(C(=O)OCC)C=C1 (Ethyl 4-(2-piperidinoethoxy)benzoate). Reaction SMILES: CS([CH2:5][CH2:6][O:7][C:8]1[CH:18]=[CH:17][C:11]([C:12]([O:14][CH2:15][CH3:16])=[O:13])=[CH:10][CH:9]=1)(=O)=O.[NH:19]1[CH2:24][CH2:23][CH2:22][CH2:21][CH2:20]1.C([O-])([O-])=O.[K+].[K+]>>[N:19]1([CH2:5][CH2:6][O:7][C:8]2[CH:18]=[CH:17][C:11]([C:12]([O:14][CH2:15][CH3:16])=[O:13])=[CH:10][CH:9]=2)[CH2:24][CH2:23][CH2:22][CH2:21][CH2:20]1 |f:2.3.4|. Procedure: To a 25 mL round bottom flask with magnetic stirring and condenser and under nitrogen were added the following: the solution from step 2 containing about 10.0 mmol of ethyl 4-(2-methanesulfonylethoxy)benzoate, 2 mL (20 mmol) of piperidine, and 1.5 g K2CO3. The mixture was heated to 80° C. for 24 hours and then to 125° C. for an additional 24 hours to yield product. The yield was estimated to exceed 90%. The product was identical by chromatography and 1H-NMR to that found by published methods. Reactants: polyphosphoric acid, COC(=O)C1=CC(=CN1)CCC(=O)O (3-(5-(methoxycarbonyl)-1H-pyrrol-3-yl)propanoic acid), ClCCCl (1,2-dichloroethane), C([O-])(O)=O.[Na+] (sodium bicarbonate). The solvent is O (Water). Run at temperature 100 celsius. Yields the product O=C1CCC2=C1NC(=C2)C(=O)OC (methyl 6-oxo-1,4,5,6-tetrahydrocyclopenta[b]pyrrole-2-carboxylate). Isolated yield 67.2%. RXN SMILES: [CH3:1][O:2][C:3]([C:5]1[NH:9][CH:8]=[C:7]([CH2:10][CH2:11][C:12]([OH:14])=O)[CH:6]=1)=[O:4].ClCCCl.C(=O)(O)[O-].[Na+]>O>[O:14]=[C:12]1[C:8]2[NH:9][C:5]([C:3]([O:2][CH3:1])=[O:4])=[CH:6][C:7]=2[CH2:10][CH2:11]1 |f:2.3|. Procedure: To a polyphosphoric acid (115%, 1.6 g) was added 3-(5-(methoxycarbonyl)-1H-pyrrol-3-yl)propanoic acid (174 mg, 0.88 mmol) and 1,2-dichloroethane (8 mL). The reaction mixture was heated for 1 h at 100° C. Water (20 mL) was added and the mixture was carefully poured into a 50 mL Erlenmeyer flask containing solid sodium bicarbonate and ice. The reaction was neutralized (pH 7) and was then extracted with EtOAc (5×50 mL). The combined organic extracts were washed with water, NaHCO3 and brine, dried (... The reactants are BrCc1ccccc1, Cc1ccc2[nH]c3c(c2c1)C(=O)CCC3, CN(C)C=O. Yields the product Cc1ccc2c(c1)c1c(n2Cc2ccccc2)CCCC1=O. RXN SMILES: [Br:16][CH2:17][c:18]1[cH:19][cH:20][cH:21][cH:22][cH:23]1.[CH3:1][c:2]1[cH:3][c:4]2[c:5]3[c:10]([nH:11][c:12]2[cH:13][cH:14]1)[CH2:9][CH2:8][CH2:7][C:6]3=[O:15].[O:24]=[CH:25][N:26]([CH3:27])[CH3:28]>>[CH3:1][c:2]1[cH:3][c:4]2[c:5]3[c:10]([n:11]([CH2:17][c:18]4[cH:19][cH:20][cH:21][cH:22][cH:23]4)[c:12]2[cH:13][cH:14]1)[CH2:9][CH2:8][CH2:7][C:6]3=[O:15]. Reactants: CC1(SC2=CC=C(C=C2C(=C1)OS(=O)(=O)C(F)(F)F)C#CC1=CC=C(C(=O)OCC)C=C1)C (ethyl 4-(2,2-dimethyl-4-trifluoromethanesulfonyloxy-(2H)-thiochromen-6-ylethynyl)-benzoate), BrC1=CC=CC=C1 (bromobenzene), C(C)(C)(C)[Li] (tert-butyllithium), solution, CC1(SC2=CC=C(C=C2C(=C1)OS(=O)(=O)C(F)(F)F)C#CC1=CC=C(C(=O)OCC)C=C1)C (ethyl 4-(2,2-dimethyl-4-trifluoromethanesulfonyloxy-(2H)-thiochromen-6-ylethynyl)-benzoate). The reagents and catalysts are C=1C=CC(=CC1)[P](C=2C=CC=CC2)(C=3C=CC=CC3)[Pd]([P](C=4C=CC=CC4)(C=5C=CC=CC5)C=6C=CC=CC6)([P](C=7C=CC=CC7)(C=8C=CC=CC8)C=9C=CC=CC9)[P](C=1C=CC=CC1)(C=1C=CC=CC1)C=1C=CC=CC1 (tetrakis(triphenylphosphine)palladium(0)), [Cl-].[Cl-].[Zn+2] (ZnCl2). Run in C1CCOC1 (THF), C1CCOC1 (THF), CCCCC (pentane), C1CCOC1 (THF). Product: C1(=CC=CC=C1)C1=CC(SC2=CC=C(C=C12)C#CC1=CC=C(C(=O)OCC)C=C1)(C)C (Ethyl 4-[[4-phenyl-2,2-dimethyl-(2H)-thiochromen-6-yl]-ethynyl]-benzoate), EtOAc hexanes. Isolated yield 5.0%. As a reaction SMILES: Br[C:2]1[CH:7]=[CH:6][CH:5]=[CH:4][CH:3]=1.C([Li])(C)(C)C.[CH3:13][C:14]1([CH3:45])[CH:23]=[C:22](OS(C(F)(F)F)(=O)=O)[C:21]2[C:16](=[CH:17][CH:18]=[C:19]([C:32]#[C:33][C:34]3[CH:44]=[CH:43][C:37]([C:38]([O:40][CH2:41][CH3:42])=[O:39])=[CH:36][CH:35]=3)[CH:20]=2)[S:15]1>C1COCC1.CCCCC.[Cl-].[Cl-].[Zn+2].C1C=CC([P]([Pd]([P](C2C=CC=CC=2)(C2C=CC=CC=2)C2C=CC=CC=2)([P](C2C=CC=CC=2)(C2C=CC=CC=2)C2C=CC=CC=2)[P](C2C=CC=CC=2)(C2C=CC=CC=2)C2C=CC=CC=2)(C2C=CC=CC=2)C2C=CC=CC=2)=CC=1>[C:2]1([C:22]2[C:21]3[C:16](=[CH:17][CH:18]=[C:19]([C:32]#[C:33][C:34]4[CH:44]=[CH:43][C:37]([C:38]([O:40][CH2:41][CH3:42])=[O:39])=[CH:36][CH:35]=4)[CH:20]=3)[S:15][C:14]([CH3:13])([CH3:45])[CH:23]=2)[CH:7]=[CH:6][CH:5]=[CH:4][CH:3]=1 |f:5.6.7,^1:62,64,83,102|. Reported procedure: A solution of bromobenzene (190.0 mg, 1.18 mmol) in 2.0 mL of THF was cooled to -78° C. and tert-butyllithium (151.2 mg, 2.36 mmol, 1.4 mL of a 1.7M solution in pentane) was added to give a yellow solution. After 30 minutes a solution of ZnCl2 (225.0 mg, 1.4 mmol) in 4.0 mL THF was slowly added via cannula. The resulting solution was warmed to room temperature and transferred via cannula to a solution of ethyl 4-(2,2-dimethyl-4-trifluoromethanesulfonyloxy-(2H)-thiochromen-6-ylethynyl)-benzoate (...